From a dataset of the Open Reaction Database (ORD), a public repository of structured organic reaction records. describe an organic reaction: reactants, conditions, products, and yield Reactants: N#N (N2), BrC1=NC=CC(=C1)C1(OCCO1)C (2-bromo-4-(2-methyl-[1,3]dioxolan-2-yl)-pyridine), CN(C)C=O (DMF), [Li]CCCC (n-BuLi), solution, [NH4+].[Cl-] (NH4Cl). The solvent is CCOCC (Et2O), hexanes. Reaction conditions: time 10 minute. Product: CC1(OCCO1)C1=CC(=NC=C1)C=O (4-(2-Methyl-[1,3]dioxolan-2-yl)-pyridine-2-carbaldehyde). RXN SMILES: N#N.Br[C:4]1[CH:9]=[C:8]([C:10]2([CH3:15])[O:14][CH2:13][CH2:12][O:11]2)[CH:7]=[CH:6][N:5]=1.[Li]CCCC.CN([CH:24]=[O:25])C.[NH4+].[Cl-]>CCOCC>[CH3:15][C:10]1([C:8]2[CH:7]=[CH:6][N:5]=[C:4]([CH:24]=[O:25])[CH:9]=2)[O:14][CH2:13][CH2:12][O:11]1 |f:4.5|. Procedure: In a flame dried round-bottomed flask equipped with a magnetic stir bar and under inert atmosphere (N2), to a solution of 2-bromo-4-(2-methyl-[1,3]dioxolan-2-yl)-pyridine (1950 mg, 7.99 mmol) in dry Et2O (40 mL) was added n-BuLi (3.60 mL of a 2.5M solution in hexanes, 8.79 mmol) at −78° C. The reaction mixture was then stirred for 30 min at −78° C. before DMF (0.75 mL, 9.69 mmol) was added dropwise. The reaction mixture was allowed to warm up to rt and stirred at this temperature for 10 min. Sat... The reactants are C(=O)C1CCN(CC1)C(=O)OCC1=CC=CC=C1 (benzyl 4-formylpiperidine-1-carboxylate), C1(=CC=C(C=C1)S(=O)(=O)O)C (p-toluenesulfonic acid), CC(C=C)=O (3-buten-2-one). The solvent is C1=CC=CC=C1 (benzene). Conditions: temperature 70 celsius. The product is O=C1C=CC2(CCN(CC2)C(=O)OCC2=CC=CC=C2)CC1 (benzyl 9-oxo-3-azaspiro[5.5]undec-7-ene-3-carboxylate). Isolated yield 62.5%. Reaction SMILES: [CH:1]([CH:3]1[CH2:8][CH2:7][N:6]([C:9]([O:11][CH2:12][C:13]2[CH:18]=[CH:17][CH:16]=[CH:15][CH:14]=2)=[O:10])[CH2:5][CH2:4]1)=O.C1(C)C=CC(S(O)(=O)=O)=CC=1.[CH3:30][C:31](=[O:34])[CH:32]=[CH2:33]>C1C=CC=CC=1>[O:34]=[C:31]1[CH2:32][CH2:33][C:3]2([CH2:8][CH2:7][N:6]([C:9]([O:11][CH2:12][C:13]3[CH:18]=[CH:17][CH:16]=[CH:15][CH:14]=3)=[O:10])[CH2:5][CH2:4]2)[CH:1]=[CH:30]1. Procedure details: To a benzene (700 mL) solution of benzyl 4-formylpiperidine-1-carboxylate (90.0 g, 363.9 mmol) stirring in a 2 L 3-neck flask fitted with a Dean-Stark trap was added p-toluenesulfonic acid (6.92 g, 36.4 mmol). The reaction was heated to 70° C., 3-buten-2-one (61.8 mL, 753 mmol) was added and mixture was heated at reflux for 24 hours collecting expelled water in the trap. The reaction was cooled to room temperature and washed with 500 mL saturated aqueous sodium bicarbonate. The organic phase was... Starting materials: C(C)OC(=O)C=1N=C(C=2N(C3=CC=CC=C3C2C1O)C1=CC=CC=C1)Br (1-bromo-4-hydroxy-9-phenyl-9H-beta-carboline-3-carboxylic acid ethyl ester), C1(=CC=CC=C1)[Sn](CCCC)(CCCC)CCCC (phenyltributyltin). The reagents and catalysts are Cl[Pd]([P](C1=CC=CC=C1)(C2=CC=CC=C2)C3=CC=CC=C3)([P](C4=CC=CC=C4)(C5=CC=CC=C5)C6=CC=CC=C6)Cl (Pd(PPh3)2Cl2). The solvent is CCOC(=O)C (EtOAc), CN(C)C=O (DMF). Run at temperature 130 celsius, time 40 minute. Yields the product C(C)OC(=O)C=1N=C(C=2N(C3=CC=CC=C3C2C1O)C1=CC=CC=C1)C1=CC=CC=C1 (4-Hydroxy-1,9-diphenyl-9H-beta-carboline-3-carboxylic acid ethyl ester). Reaction SMILES: [CH2:1]([O:3][C:4]([C:6]1[N:7]=[C:8](Br)[C:9]2[N:10]([C:20]3[CH:25]=[CH:24][CH:23]=[CH:22][CH:21]=3)[C:11]3[C:16]([C:17]=2[C:18]=1[OH:19])=[CH:15][CH:14]=[CH:13][CH:12]=3)=[O:5])[CH3:2].[C:27]1([Sn](CCCC)(CCCC)CCCC)[CH:32]=[CH:31][CH:30]=[CH:29][CH:28]=1>CN(C=O)C.CCOC(C)=O.Cl[Pd](Cl)([P](C1C=CC=CC=1)(C1C=CC=CC=1)C1C=CC=CC=1)[P](C1C=CC=CC=1)(C1C=CC=CC=1)C1C=CC=CC=1>[CH2:1]([O:3][C:4]([C:6]1[N:7]=[C:8]([C:27]2[CH:32]=[CH:31][CH:30]=[CH:29][CH:28]=2)[C:9]2[N:10]([C:20]3[CH:25]=[CH:24][CH:23]=[CH:22][CH:21]=3)[C:11]3[C:16]([C:17]=2[C:18]=1[OH:19])=[CH:15][CH:14]=[CH:13][CH:12]=3)=[O:5])[CH3:2] |^1:59,78|. Procedure: A mixture of 1-bromo-4-hydroxy-9-phenyl-9H-beta-carboline-3-carboxylic acid ethyl ester (91 mg, 0.221 mmol), phenyltributyltin (98 mg, 0.265 mmol), and Pd(PPh3)2Cl2 (8 mg, 0.011 mmol) in DMF (1 mL) was stirred at 130° C. for 40 min. The mixture was then diluted with EtOAc, washed with water and saturated NaCl aqueous solution, respectively; the EtOAc phase was dried over anhydrous sodium sulfate, concentrated, and the residue was purified by column to give a white solid, the desired title compou... The reactants are [OH-].[Na+] (sodium hydroxide), C1(=CC=CC=C1)CC#N (α-phenylacetonitrile), BrC(CC)Cl (bromochloropropane), [I-].C(CCC)[NH+](CCCC)CCCC (tri-n-butylammonium iodide), BrC(CC)Cl (bromochloropropane). The solvent is C1=CC=CC=C1 (benzene). Yields the product ClC1=CC=C(C=C1)C(CCC)C#N (4-chloro-1-cyanobutylbenzene). Reaction SMILES: [OH-].[Na+].[C:3]1([CH2:9][C:10]#[N:11])[CH:8]=[CH:7][CH:6]=[CH:5][CH:4]=1.BrC([Cl:16])CC.[I-].[CH2:18]([NH+](CCCC)CCCC)[CH2:19][CH2:20]C>C1C=CC=CC=1>[Cl:16][C:6]1[CH:7]=[CH:8][C:3]([CH:9]([C:10]#[N:11])[CH2:18][CH2:19][CH3:20])=[CH:4][CH:5]=1 |f:0.1,4.5|. Procedure details: Into 4 ml of benzene and 10 ml of 50% sodium hydroxide aqueous solution were added 1.2 ml of α-phenylacetonitrile, 1 ml of bromochloropropane and a catalytic amount of tri-n-butylammonium iodide, and the whole mixture was stirred at room temperature overnight under nitrogen gas stream. Then 0.5 ml of bromochloropropane was further added to the reaction mixture and reacted at 40° C. for 3 hours. After the reaction was completed, the reaction mixture was extracted with diethyl ether, and the extra... The reactants are C1(O)=CC=C(O)C=C1 (hydroquinone), BrCCCCCCBr (1,6-dibromo hexane), [OH-].[K+] (potassium hydroxide). The solvent is CO (methanol). Yields the product BrCCCCCCOC1=CC=C(C=C1)O (4-(6-bromohexyloxy)phenol). The yield is 39.4%. As a reaction SMILES: [C:1]1([CH:8]=[CH:7][C:5]([OH:6])=[CH:4][CH:3]=1)[OH:2].[Br:9][CH2:10][CH2:11][CH2:12][CH2:13][CH2:14][CH2:15]Br.[OH-].[K+]>CO>[Br:9][CH2:10][CH2:11][CH2:12][CH2:13][CH2:14][CH2:15][O:2][C:1]1[CH:8]=[CH:7][C:5]([OH:6])=[CH:4][CH:3]=1 |f:2.3|. Procedure details: As expressed in the following reaction scheme, hydroquinone (1) (4.5 g) and 1,6-dibromo hexane (2) (10 g) were dissolved in methanol (100 ml) at room temperature. Adding potassium hydroxide (2.3 g) to the mixture solution, the resulting solution was refluxed at 60° C. overnight. Then, after lowering the solution to room temperature and evaporating methanol, the product was extracted three times with water (100 ml) and ethyl acetate (100 ml). After removing water with magnesium sulfate and evapor...